This data is from the Open Reaction Database (ORD), a public repository of structured organic reaction records. The task is: describe an organic reaction: reactants, conditions, products, and yield Starting materials: [Cl-], O=C(OC1CCCCC1)c1csc(C2CCN(C(=O)Cn3nc(C(F)(F)F)cc3C(F)(F)F)CC2)n1, O=C(O)Cn1nc(C(F)(F)F)cc1C(F)(F)F, O=C(Oc1cccc2ccccc12)c1csc(C2CC[NH2+]CC2)n1. Product: O=C(Oc1cccc2ccccc12)c1csc(C2CCN(C(=O)Cn3nc(C(F)(F)F)cc3C(F)(F)F)CC2)n1. RXN SMILES: [Cl-:1].[F:26][C:27]([c:28]1[n:29][n:30]([CH2:37][C:38](=[O:39])[N:40]2[CH2:41][CH2:42][CH:43]([c:44]3[s:45][cH:46][c:47]([C:48]([O:49][CH:50]4[CH2:51][CH2:52][CH2:53][CH2:54][CH2:55]4)=[O:56])[n:57]3)[CH2:58][CH2:59]2)[c:31]([C:33]([F:34])([F:35])[F:36])[cH:32]1)([F:60])[F:61].[F:62][C:63]([F:64])([F:65])[c:66]1[cH:67][c:68]([C:69]([F:70])([F:71])[F:72])[n:73]([CH2:74][C:75]([OH:76])=[O:77])[n:78]1.[c:2]1([O:12][C:13](=[O:14])[c:15]2[n:16][c:17]([CH:20]3[CH2:21][CH2:22][NH2+:23][CH2:24][CH2:25]3)[s:18][cH:19]2)[cH:3][cH:4][cH:5][c:6]2[cH:7][cH:8][cH:9][cH:10][c:11]12>>[c:2]1([O:12][C:13](=[O:14])[c:15]2[n:16][c:17]([CH:20]3[CH2:21][CH2:22][N:23]([C:38]([CH2:37][n:30]4[n:29][c:28]([C:27]([F:26])([F:60])[F:61])[cH:32][c:31]4[C:33]([F:34])([F:35])[F:36])=[O:39])[CH2:24][CH2:25]3)[s:18][cH:19]2)[cH:3][cH:4][cH:5][c:6]2[cH:7][cH:8][cH:9][cH:10][c:11]12. Reactants: COc1cc(Br)cc(Br)c1, CCCC[Mg+], [Li]CCCC, ClCCl, Cc1ccccc1, CCCCCC, [Cl-], ClI, O. The product is COc1cc(Br)cc(I)c1. As a reaction SMILES: [Br:18][c:19]1[cH:20][c:21]([Br:27])[cH:22][c:23]([O:25][CH3:26])[cH:24]1.[CH2:13]([Mg+:14])[CH2:15][CH2:16][CH3:17].[CH2:1]([Li:2])[CH2:3][CH2:4][CH3:5].[CH2:37]([Cl:38])[Cl:39].[CH3:30][c:31]1[cH:32][cH:33][cH:34][cH:35][cH:36]1.[CH3:6][CH2:7][CH2:8][CH2:9][CH2:10][CH3:11].[Cl-:12].[I:28][Cl:29].[OH2:40]>>[Br:18][c:19]1[cH:20][c:21]([I:28])[cH:22][c:23]([O:25][CH3:26])[cH:24]1. Reactants: COC(=O)C=P(c1ccccc1)(c1ccccc1)c1ccccc1, ClC(Cl)Cl, O=Cc1ccc(Cc2cccnc2)cc1. The product is COC(=O)C=Cc1ccc(Cc2cccnc2)cc1. As a reaction SMILES: [CH3:16][O:17][C:18](=[O:19])[CH:20]=[P:21]([c:22]1[cH:23][cH:24][cH:25][cH:26][cH:27]1)([c:28]1[cH:29][cH:30][cH:31][cH:32][cH:33]1)[c:34]1[cH:35][cH:36][cH:37][cH:38][cH:39]1.[CH:40]([Cl:41])([Cl:42])[Cl:43].[n:1]1[cH:2][c:3]([CH2:7][c:8]2[cH:9][cH:10][c:11]([CH:12]=[O:13])[cH:14][cH:15]2)[cH:4][cH:5][cH:6]1>>[n:1]1[cH:2][c:3]([CH2:7][c:8]2[cH:9][cH:10][c:11]([CH:12]=[CH:20][C:18]([O:17][CH3:16])=[O:19])[cH:14][cH:15]2)[cH:4][cH:5][cH:6]1. Reactants: ClC=1C=CC2=C(N([C@H]3[C@@H](S2)[C@H]([C@@H]([C@H](O3)CO)OCOC)OCOC)CCN(CC)CC)C1 ((2R, 3R, 4S, 4aS, 10aR)-8-chloro-10-(2-diethylaminoethyl) -3,4-dimethoxymethyloxy-2-hydroxymethyl -2, 3, 4, 4a, 10, 10a-hexahydropyrano [3, 2-b] [1, 4] benzothiazine), O1CCCC1.CN(C=O)C (tetrahydrofuran dimethylformamide), [H-].[Na+] (sodium hydride), C1(=CC=C(C=C1)S(=O)(=O)OC)C (methyl p-toluenesulfonate). The solvent is O (water), CO (methanol), mixed solution. Run at time 5 hour. Yields the product ClC=1C=CC2=C(N([C@H]3[C@@H](S2)[C@H]([C@@H]([C@H](O3)COC)OCOC)OCOC)CCN(CC)CC)C1 ((2R, 3R, 4S, 4aS, 10aR)-8-chloro-10-(2-diethylaminoethyl) -3,4-dimethoxymethyloxy-2-methoxymethyl -2, 3, 4, 4a, 10, 10a-hexahydropyrano [3, 2-b] [1, 4] benzothiazine). As a reaction SMILES: [Cl:1][C:2]1[CH:3]=[CH:4][C:5]2[S:10][C@H:9]3[C@@H:11]([O:21][CH2:22][O:23][CH3:24])[C@H:12]([O:17][CH2:18][O:19][CH3:20])[C@@H:13]([CH2:15][OH:16])[O:14][C@H:8]3[N:7]([CH2:25][CH2:26][N:27]([CH2:30][CH3:31])[CH2:28][CH3:29])[C:6]=2[CH:32]=1.O1CCC[CH2:34]1.CN(C)C=O.[H-].[Na+].C1(C)C=CC(S(OC)(=O)=O)=CC=1>O.CO>[Cl:1][C:2]1[CH:3]=[CH:4][C:5]2[S:10][C@H:9]3[C@@H:11]([O:21][CH2:22][O:23][CH3:24])[C@H:12]([O:17][CH2:18][O:19][CH3:20])[C@@H:13]([CH2:15][O:16][CH3:34])[O:14][C@H:8]3[N:7]([CH2:25][CH2:26][N:27]([CH2:28][CH3:29])[CH2:30][CH3:31])[C:6]=2[CH:32]=1 |f:1.2,3.4|. Reported procedure: To the solution of 92 mg of the compound (25) obtained in Example 24 in 4.5 ml of a mixed solution of tetrahydrofuran-dimethylformamide (2:1), 30 mg of sodium hydride and 80 μl of methyl p-toluenesulfonate were added, and the mixture was stirred for five hours. After methanol was added to the solution, the mixture was poured into water and extracted with ethyl acetate. The organic layer was washed with water, and saturated aqueous sodium chloride successively and was dried over anhydrous magnesi... Starting materials: CCO, CC(C)OC(=O)COc1cccc(C=NO)c1, Cl. Yields the product CC(C)OC(=O)COc1cccc(CN)c1, Cl. RXN SMILES: [CH3:19][CH2:20][OH:21].[CH:1]([CH3:2])([CH3:3])[O:4][C:5]([CH2:6][O:7][c:8]1[cH:9][c:10]([CH:14]=[N:15][OH:16])[cH:11][cH:12][cH:13]1)=[O:17].[ClH:18]>>[CH:1]([CH3:2])([CH3:3])[O:4][C:5]([CH2:6][O:7][c:8]1[cH:9][c:10]([CH2:14][NH2:15])[cH:11][cH:12][cH:13]1)=[O:17].[ClH:18]. Starting materials: C1(CCC1)N1C=C(C2=C1N=CN=C2N)I (7-cyclobutyl-5-iodo-7H-pyrrolo[2,3-d]pyrimidin-4-ylamine), C1(=CC=CC=C1)C1=NC2=CC(=CC=C2C=C1)B1OC(C(O1)(C)C)(C)C (2-phenyl-7-(4,4,5,5-tetramethyl-[1,3,2]dioxaborolan-2-yl)-quinoline), C(=O)([O-])[O-].[Na+].[Na+] (Na2CO3), O (water). Reagents/catalysts: C=1C=CC(=CC1)[P](C=2C=CC=CC2)(C=3C=CC=CC3)[Pd]([P](C=4C=CC=CC4)(C=5C=CC=CC5)C=6C=CC=CC6)([P](C=7C=CC=CC7)(C=8C=CC=CC8)C=9C=CC=CC9)[P](C=1C=CC=CC1)(C=1C=CC=CC1)C=1C=CC=CC1 (Pd(PPh3)4). Run in CN(C)C=O (DMF). Product: C1(CCC1)N1C=C(C2=C1N=CN=C2N)C2=CC=C1C=CC(=NC1=C2)C2=CC=CC=C2 (7-Cyclobutyl-5-(2-phenylquinolin-7-yl)-7H-pyrrolo[2,3-d]pyrimidin-4-ylamine). RXN SMILES: [CH:1]1([N:5]2[C:9]3[N:10]=[CH:11][N:12]=[C:13]([NH2:14])[C:8]=3[C:7](I)=[CH:6]2)[CH2:4][CH2:3][CH2:2]1.[C:16]1([C:22]2[CH:31]=[CH:30][C:29]3[C:24](=[CH:25][C:26](B4OC(C)(C)C(C)(C)O4)=[CH:27][CH:28]=3)[N:23]=2)[CH:21]=[CH:20][CH:19]=[CH:18][CH:17]=1.C([O-])([O-])=O.[Na+].[Na+].O>CN(C=O)C.C1C=CC([P]([Pd]([P](C2C=CC=CC=2)(C2C=CC=CC=2)C2C=CC=CC=2)([P](C2C=CC=CC=2)(C2C=CC=CC=2)C2C=CC=CC=2)[P](C2C=CC=CC=2)(C2C=CC=CC=2)C2C=CC=CC=2)(C2C=CC=CC=2)C2C=CC=CC=2)=CC=1>[CH:1]1([N:5]2[C:9]3[N:10]=[CH:11][N:12]=[C:13]([NH2:14])[C:8]=3[C:7]([C:26]3[CH:25]=[C:24]4[C:29]([CH:30]=[CH:31][C:22]([C:16]5[CH:21]=[CH:20][CH:19]=[CH:18][CH:17]=5)=[N:23]4)=[CH:28][CH:27]=3)=[CH:6]2)[CH2:4][CH2:3][CH2:2]1 |f:2.3.4,^1:56,58,77,96|. Procedure details: Following the general procedure for the Suzuki coupling, 7-cyclobutyl-5-iodo-7H-pyrrolo[2,3-d]pyrimidin-4-ylamine (142.5 mg, 0.4536 mmol) was reacted with 2-phenyl-7-(4,4,5,5-tetramethyl-[1,3,2]dioxaborolan-2-yl)-quinoline (150.2 mg, 0.4533 mmol), Na2CO3 (120 mg, 1.13 mmol) and Pd(PPh3)4 (32 mg, 0.028 mmol) in DMF (10 mL)/water (2 mL). The crude material was purified by column chromatography on silica gel [Jones Flashmaster, 10 g/70 mL cartridge, eluting with CH2Cl2 (1-12)→1% MeOH in CH2Cl2 (13-...